From a dataset of the Open Reaction Database (ORD), a public repository of structured organic reaction records. describe an organic reaction: reactants, conditions, products, and yield The reactants are FC1=C(C#N)C=CC(=C1)Br (2-fluoro-4-bromobenzonitrile), C(CCCC)C1CCC(CC1)C#C (4-pentylcyclohexylacetylene), C1(CCCCC1)C=O (cyclohexanecarbaldehyde). The reagents and catalysts are Cl[Pd]([P](C1=CC=CC=C1)(C2=CC=CC=C2)C3=CC=CC=C3)([P](C4=CC=CC=C4)(C5=CC=CC=C5)C6=CC=CC=C6)Cl (bis-(triphenylphosphine)-palladium(II) chloride), [Cu]I (copper(I) iodide). The solvent is C(C)N(CC)CC (triethylamine). Run at time 12 hour. The product is C(CCCC)[C@@H]1CC[C@H](CC1)C#CC1=CC(=C(C=C1)C#N)F (1-(trans-4-pentylcyclohexyl)-2-(3-fluoro-4-cyano- phenyl)-acetylene). As a reaction SMILES: [F:1][C:2]1[CH:9]=[C:8](Br)[CH:7]=[CH:6][C:3]=1[C:4]#[N:5].[CH2:11]([CH:16]1[CH2:21][CH2:20][CH:19]([C:22]#[CH:23])[CH2:18][CH2:17]1)[CH2:12][CH2:13][CH2:14][CH3:15].C1(C=O)CCCCC1>Cl[Pd](Cl)([P](C1C=CC=CC=1)(C1C=CC=CC=1)C1C=CC=CC=1)[P](C1C=CC=CC=1)(C1C=CC=CC=1)C1C=CC=CC=1.[Cu]I.C(N(CC)CC)C>[CH2:11]([C@H:16]1[CH2:17][CH2:18][C@H:19]([C:22]#[C:23][C:8]2[CH:7]=[CH:6][C:3]([C:4]#[N:5])=[C:2]([F:1])[CH:9]=2)[CH2:20][CH2:21]1)[CH2:12][CH2:13][CH2:14][CH3:15] |^1:34,53|. Reported procedure: 0.2 mmol of bis-(triphenylphosphine)-palladium(II) chloride and 0.1 mmol of copper(I) iodide are added to a mixture of 0.01 mol of 2-fluoro-4-bromobenzonitrile, 0.01 mol of 4-pentylcyclohexylacetylene (which can be prepared, for example, from the corresponding cyclohexanecarbaldehyde by the method of Corey, Fuchs in Tetrahedron Letters (1972) 3769) and 40 ml of triethylamine at room temperature and the mixture is stirred for 12 hours. The reaction can be monitored with the aid of thin layer chro... Starting materials: CC1=C(C=CC=O)C=CC=C1 (2-methylcinnamaldehyde), solution, CC(=O)O (AcOH). The solvent is FeCl3·6H2O, CC(=O)OC(=O)C (Ac2O), CC(=O)OC(=O)C (Ac2O). The product is C(C)(=O)OC1C(=CC2=CC=CC=C12)C (2-methyl-1H-inden-1-yl Acetate). Yield: 70.0%. RXN SMILES: [CH3:1][C:2]1[CH:11]=[CH:10][CH:9]=[CH:8][C:3]=1[CH:4]=[CH:5][CH:6]=O.[CH3:12][C:13]([OH:15])=[O:14]>CC(OC(C)=O)=O>[C:13]([O:15][CH:1]1[C:2]2[C:3](=[CH:8][CH:9]=[CH:10][CH:11]=2)[CH:4]=[C:5]1[CH3:6])(=[O:14])[CH3:12]. Procedure: Using the same experimental procedure as under a), 2-methylcinnamaldehyde (21 g, 0.14 mol) in AcOH (27 g), FeCl3·6H2O (6 ml of a 0.25 M solution in Ac2O, 1.5 mmol) in Ac2O (53 g) were reacted together. After a further 2 hours at reflux the cooled mixture was treated to the same workup and purification as before to provide the title compound